Task: describe an organic reaction: reactants, conditions, products, and yield. Dataset: the Open Reaction Database (ORD), a public repository of structured organic reaction records Run in C(C)(=O)O (acetic acid). Procedure details: After 1.5 g (12 mmol) of t-butylhydrazine hydrochloride was stirred in 30 ml of acetic acid which contains 0.97 g (12 mmol) of sodium acetate for 30 minutes, 2.0 g (7.9 mmol) of ethyl α-(4-chloro-benzoyl)isobutyrate was added thereto, and the mixture was heated under reflux for 20 hours. Acetic acid was evaporated under reduced pressure, and to the obtained residue was added 50 ml of diethyl ether and 50 ml of water, and then vigorously agitated. The resulting solution was separated, and the aqu... Reactants: C(C)(=O)[O-].[Na+] (sodium acetate), Cl.C(C)(C)(C)NN (t-butylhydrazine hydrochloride), ClC1=CC=C(C(=O)C(C(=O)OCC)(C)C)C=C1 (ethyl α-(4-chloro-benzoyl)isobutyrate). Product: ClC1=CC=C(C=C1)C1=NN(C(C1)=O)C(C)(C)C (3-(4-chlorophenyl)-l-t-butyl-4, 5-dihydropyrazol-5-one). Isolated yield 70.7%. Reaction SMILES: Cl.[C:2]([NH:6][NH2:7])([CH3:5])([CH3:4])[CH3:3].C([O-])(=O)C.[Na+].[Cl:13][C:14]1[CH:29]=[CH:28][C:17]([C:18]([C:20](C)(C)[C:21](OCC)=[O:22])=O)=[CH:16][CH:15]=1>C(O)(=O)C>[Cl:13][C:14]1[CH:15]=[CH:16][C:17]([C:18]2[CH2:20][C:21](=[O:22])[N:6]([C:2]([CH3:5])([CH3:4])[CH3:3])[N:7]=2)=[CH:28][CH:29]=1 |f:0.1,2.3|. Starting materials: Cl (HCl), C(#N)CC(=O)OCC (ethyl cyanoacetate), C[O-].[Na+] (NaOMe), C (Nuchar), C(C)OC=CC(CC(=O)OCC)=O (Ethyl ethoxymethyleneacetoacetate). Run in C(C)(=O)OCC (ethyl acetate). Yields the product COC(=O)C=1C(OC(=C(C1)C(=O)OCC)C)=O (3-(methoxycarbonyl)-5-(ethoxycarbonyl)-6-methyl-2-pyrone). The yield is 6.0%. As a reaction SMILES: C(C[C:4]([O:6][CH2:7]C)=[O:5])#N.C[O-:10].[Na+].[CH2:12]([O:14][CH:15]=[CH:16][C:17](=O)[CH2:18][C:19]([O:21][CH2:22][CH3:23])=[O:20])[CH3:13].Cl.C>C(OCC)(=O)C>[CH3:7][O:6][C:4]([C:18]1[C:19](=[O:20])[O:21][C:22]([CH3:23])=[C:16]([C:15]([O:14][CH2:12][CH3:13])=[O:10])[CH:17]=1)=[O:5] |f:1.2|. Procedure: Using the procedure described by Baker et al., Journ. of Chem. Soc. Perkin Trans. 1, 3, 677-685 (1979), ethyl cyanoacetate (3.5 g, 0.031 mol) was added to NaOMe solution (prepared from 0.72 g of sodium metal in 50 ml of MeOH), followed by 1 (5.77 g, 0.031 mol). The mixture was refluxed for 15 minutes, cooled and divided into two equal parts. The first portion was acidified with 2N HCl to pH 2-3 and extracted with CH2Cl2. The extracts were washed, dried over MgSO4, and evaporated to give an orang... Reported procedure: 2-Ethylamino-4-trifluoromethyl-benzaldehyde (22 mg) was reacted with methyl (triphenylphosphoranylidene)acetate (49 mg, 0.14 mmol) at 110° C. overnight as described above to yield 3-(2-ethylamino-4-trifluoromethyl-phenyl)-acrylic acid methyl ester. 3-(2-Ethylamino-4-trifluoromethyl-phenyl)-acrylic acid methyl ester was reacted with 1N LiOH (5 ml) as described above to yield the title compound (20.2 mg) Reaction SMILES: C[O:2][C:3](=[O:19])[CH:4]=[CH:5][C:6]1[CH:11]=[CH:10][C:9]([C:12]([F:15])([F:14])[F:13])=[CH:8][C:7]=1[NH:16][CH2:17][CH3:18].[Li+].[OH-]>>[CH2:17]([NH:16][C:7]1[CH:8]=[C:9]([C:12]([F:13])([F:15])[F:14])[CH:10]=[CH:11][C:6]=1[CH:5]=[CH:4][C:3]([OH:19])=[O:2])[CH3:18] |f:1.2|. Product: C(C)NC1=C(C=CC(=C1)C(F)(F)F)C=CC(=O)O (3-(2-ethylamino-4-trifluoromethyl-phenyl)-acrylic acid). Starting materials: COC(C=CC1=C(C=C(C=C1)C(F)(F)F)NCC)=O (3-(2-Ethylamino-4-trifluoromethyl-phenyl)-acrylic acid methyl ester), [Li+].[OH-] (LiOH).